From a dataset of the Open Reaction Database (ORD), a public repository of structured organic reaction records. describe an organic reaction: reactants, conditions, products, and yield Starting materials: cyclobutane-cis-1,2-diol, COC(C)(O)O (orthoacetic acid methyl ester), C(C1=CC=CC=C1)(=O)O (benzoic acid). Yields the product COC1(OC2CCC2O1)C (3-methoxy-3-methyl-2,4-dioxa-bicyclo[3,2,0]heptane). The yield is 965.7%. RXN SMILES: [CH3:1][O:2][C:3]([OH:6])([OH:5])[CH3:4].C(O)(=O)[C:8]1[CH:13]=[CH:12][CH:11]=CC=1>>[CH3:1][O:2][C:3]1([CH3:4])[O:6][CH:12]2[CH:11]([CH2:8][CH2:13]2)[O:5]1. Reported procedure: 88.0 g (1.0 mol) of cyclobutane-cis-1,2-diol, 120.0 g (1.0 mol) of orthoacetic acid methyl ester and 10.0 g of benzoic acid are heated from 80° to 120° C. in the course of 3 hours. Methanol which forms is distilled off continuously. Fractional distillation gives 114.0 g (79%) of 3-methoxy-3-methyl-2,4-dioxa-bicyclo[3,2,0]heptane (stereoisomer mixture) of boiling point12 52°-53°. Reactants: O=C1c2ccccc2C(=O)N1CCCBr, C[S-], CS(C)=O, [Na+], O. Product: CSCCCN1C(=O)c2ccccc2C1=O. Reaction SMILES: [Br:1][CH2:2][CH2:3][CH2:4][N:5]1[C:6](=[O:15])[c:7]2[c:8]([cH:11][cH:12][cH:13][cH:14]2)[C:9]1=[O:10].[CH3:16][S-:17].[CH3:19][S:20]([CH3:21])=[O:22].[Na+:18].[OH2:23]>>[CH2:2]([CH2:3][CH2:4][N:5]1[C:6](=[O:15])[c:7]2[c:8]([cH:11][cH:12][cH:13][cH:14]2)[C:9]1=[O:10])[S:17][CH3:16]. Reactants: [Mg] (magnesium), BrCCBr (1,2 dibromoethane), C[Si](C1=CC(=CO1)C=O)(C)C (5-trimethylsilyl-3-furaldehyde), S1C(=CC=C1)CCCCCCCC[Mg]Br (8-(thiophene-2-yl)octyl magnesium bromide), BrCCCCCCCCC=1SC=CC1 (1-bromo-8-(thiophen-2-yl)octane). The solvent is O1CCCC1 (tetrahydrofuran), O1CCCC1 (tetrahydrofuran). Run at time 1 hour. Product: OC(CCCCCCCCC=1SC=CC1)C=1C=C(OC1)[Si](C)(C)C (4-(1-Hydroxy-9-thiophen-2-ylnonyl)-2-trimethylsilylfuran). As a reaction SMILES: [S:1]1[CH:5]=[CH:4][CH:3]=[C:2]1[CH2:6][CH2:7][CH2:8][CH2:9][CH2:10][CH2:11][CH2:12][CH2:13][Mg]Br.BrCCCCCCCCC1SC=CC=1.[Mg].BrCCBr.[CH3:35][Si:36]([CH3:45])([CH3:44])[C:37]1[O:41][CH:40]=[C:39]([CH:42]=[O:43])[CH:38]=1>O1CCCC1>[OH:43][CH:42]([C:39]1[CH:38]=[C:37]([Si:36]([CH3:45])([CH3:44])[CH3:35])[O:41][CH:40]=1)[CH2:13][CH2:12][CH2:11][CH2:10][CH2:9][CH2:8][CH2:7][CH2:6][C:2]1[S:1][CH:5]=[CH:4][CH:3]=1. Procedure: To a stirred solution of 8-(thiophene-2-yl)octyl magnesium bromide [0.62 mmol, prepared from 1-bromo-8-(thiophen-2-yl)octane; 0.170 g, 0.620 mmol and 1.24 mmol magnesium with a catalytic amount of 1,2 dibromoethane as initiator] in tetrahydrofuran (2 ml) at 0° under argon was added dropwise 5-trimethylsilyl-3-furaldehyde (0.104 g, 0.620 mmol) in tetrahydrofuran (3 ml). The solution was warmed to room temperature, stirred for one hour, quenched with saturated ammonium chloride solution and extrac...